Dataset: the Open Reaction Database (ORD), a public repository of structured organic reaction records. Task: describe an organic reaction: reactants, conditions, products, and yield The reactants are ClC1=C(C(=O)O)C=CC=C1 (2-chlorobenzoic acid), FC(C(=O)NCO)(F)F (2,2,2-trifluoro-N-(hydroxymethyl)acetamide), ice water. The solvent is OS(=O)(=O)O (H2SO4). Reaction conditions: time 16 hour. The product is ClC1=C(C(=O)O)C=C(C=C1)CNC(C(F)(F)F)=O (2-chloro-5-{[(trifluoroacetyl)amino]methyl}benzoic acid). The yield is 81.4%. As a reaction SMILES: [Cl:1][C:2]1[CH:10]=[CH:9][CH:8]=[CH:7][C:3]=1[C:4]([OH:6])=[O:5].[F:11][C:12]([F:19])([F:18])[C:13]([NH:15][CH2:16]O)=[O:14]>OS(O)(=O)=O>[Cl:1][C:2]1[CH:10]=[CH:9][C:8]([CH2:16][NH:15][C:13](=[O:14])[C:12]([F:19])([F:18])[F:11])=[CH:7][C:3]=1[C:4]([OH:6])=[O:5]. Procedure: To a solution of 2-chlorobenzoic acid (0.500 g, 3.49 mmol) in conc. H2SO4 was added 2,2,2-trifluoro-N-(hydroxymethyl)acetamide (0.547 g, 3.49 mmol). The mixture was stirred at RT for 16 h. The reaction mixture was poured into ice-water and stirred for 2 h. The precipitate obtained was collected by filtration, dried and re-crystallized from toluene/butan-2-one (7:1) to afford 0.800 g of the title product. 1H NMR (300 MHz, DMSO d6): δ 4.42 (d, J=6.0 Hz, 2H), 7.43 (d, J=9.9 Hz, 1H), 7.54 (d, J=8.4 ...